This data is from the Open Reaction Database (ORD), a public repository of structured organic reaction records. The task is: describe an organic reaction: reactants, conditions, products, and yield The reactants are solution, Cl (hydrochloric acid), C1(=CC=CC=C1)CC(=O)N[C@H]1[C@@H]2N(C(=C(CS2)CSC2=NN=NN2C2=CC=CC=C2)C(=O)OC(C)(C)C)C1=O (tert-butyl (6R,7R)-7-phenylacetamido-3-(1-phenyl-1-H-tetrazol-5-yl)thiomethyl-ceph-3-em-4-carboxylate). Reagents/catalysts: [Ti](Cl)(Cl)(Cl)Cl (Titanium tetrachloride). The solvent is O (water), ClCCl (dichloromethane). Run at temperature 0 celsius, time 1 hour. Product: C1(=CC=CC=C1)CC(=O)N[C@H]1[C@@H]2N(C(=C(CS2)CSC2=NN=NN2C2=CC=CC=C2)C(=O)O)C1=O ((6R,7R)-7-phenylacetamido-3-(1-phenyl-1-H-tetrazol-5-yl)thiomethyl-ceph-3-em-4-carboxylic acid). The yield is 76.2%. RXN SMILES: [C:1]1([CH2:7][C:8]([NH:10][C@@H:11]2[C:38](=[O:39])[N:13]3[C:14]([C:31]([O:33]C(C)(C)C)=[O:32])=[C:15]([CH2:18][S:19][C:20]4[N:24]([C:25]5[CH:30]=[CH:29][CH:28]=[CH:27][CH:26]=5)[N:23]=[N:22][N:21]=4)[CH2:16][S:17][C@H:12]23)=[O:9])[CH:6]=[CH:5][CH:4]=[CH:3][CH:2]=1.Cl>ClCCl.O.[Ti](Cl)(Cl)(Cl)Cl>[C:1]1([CH2:7][C:8]([NH:10][C@@H:11]2[C:38](=[O:39])[N:13]3[C:14]([C:31]([OH:33])=[O:32])=[C:15]([CH2:18][S:19][C:20]4[N:24]([C:25]5[CH:26]=[CH:27][CH:28]=[CH:29][CH:30]=5)[N:23]=[N:22][N:21]=4)[CH2:16][S:17][C@H:12]23)=[O:9])[CH:6]=[CH:5][CH:4]=[CH:3][CH:2]=1. Reported procedure: A stirred solution of tert-butyl (6R,7R)-7-phenylacetamido-3-(1-phenyl-1-H-tetrazol-5-yl)thiomethyl-ceph-3-em-4-carboxylate (1.0 g, purity 80%, 1.42 mmol) in dichloromethane (50 ml) was cooled to 0° C. Titanium tetrachloride (0.62 ml, 5.6 mmol) was added in 1 min. After stirring for 1 h at 0° C., the suspension was mixed with a chilled 2 M solution of hydrochloric acid in water (40 ml). The organic phase was separated and washed with a 1 M solution of hydrochloric acid in water (20 ml), water (2...